From a dataset of the Open Reaction Database (ORD), a public repository of structured organic reaction records. describe an organic reaction: reactants, conditions, products, and yield Reported procedure: The benzo[c]phenanthridine methosulfate (I, R5 is methyl, X is methosulfate) is also the intermediate from which 5,6-dihydrobenzo[c]phenanthridine (II) is obtained by reaction with aqueous ammonia. When the reaction between a benzo[c]phenanthridinium methosulfate and aqueous ammonia is followed by a reaction with methanol or any other alcohol, 5,6-dihydro-6-alkoxybenzo[c]phenanthridines are obtained (II, R5 is methyl, R6 is alkoxy). The reactants are C1=CC=CC2=C1C=CC1=C3C=CC=CC3=C[NH+]=C21 (benzo[c]phenanthridinium), N (ammonia). Product: 5,6-dihydro-6-alkoxybenzo[c]phenanthridines, C1=CC=CC2=C1C=CC=1C3=CC=CC=C3CNC21 (5,6-dihydrobenzo[c]phenanthridine). As a reaction SMILES: [CH:1]1[C:6]2[CH:7]=[CH:8][C:9]3[C:18]([C:5]=2[CH:4]=[CH:3][CH:2]=1)=[NH+:17][CH:16]=[C:15]1[C:10]=3[CH:11]=[CH:12][CH:13]=[CH:14]1.N>CO>[CH:1]1[C:6]2[CH:7]=[CH:8][C:9]3[C:10]4[C:15]([CH2:16][NH:17][C:18]=3[C:5]=2[CH:4]=[CH:3][CH:2]=1)=[CH:14][CH:13]=[CH:12][CH:11]=4. The solvent is CO (methanol). Starting materials: C1(=C(C=CC=C1)NCCCC(=O)OCC)C1=CC=CC=C1 (ethyl 4-(biphenyl-2-yl)aminobutyrate), C(C)N(C(C)C)C(C)C (ethyldiisopropylamine), FC1=CC=C(C(=O)Cl)C=C1 (p-fluorobenzoyl chloride). Solvent: C1=CC=CC=C1 (benzene). The product is FC1=CC=C(C(=O)N(C2=C(C=CC=C2)C2=CC=CC=C2)CCCC(=O)OCC)C=C1 (ethyl 4-[p-fluoro-N-(biphenyl-2-yl)-benzamido]butyrate). Isolated yield 84.6%. As a reaction SMILES: [C:1]1([C:16]2[CH:21]=[CH:20][CH:19]=[CH:18][CH:17]=2)[CH:6]=[CH:5][CH:4]=[CH:3][C:2]=1[NH:7][CH2:8][CH2:9][CH2:10][C:11]([O:13][CH2:14][CH3:15])=[O:12].C(N(C(C)C)C(C)C)C.[F:31][C:32]1[CH:40]=[CH:39][C:35]([C:36](Cl)=[O:37])=[CH:34][CH:33]=1>C1C=CC=CC=1>[F:31][C:32]1[CH:40]=[CH:39][C:35]([C:36]([N:7]([CH2:8][CH2:9][CH2:10][C:11]([O:13][CH2:14][CH3:15])=[O:12])[C:2]2[CH:3]=[CH:4][CH:5]=[CH:6][C:1]=2[C:16]2[CH:21]=[CH:20][CH:19]=[CH:18][CH:17]=2)=[O:37])=[CH:34][CH:33]=1. Procedure: Analogously to Example 47b), 10.0 g of ethyl 4-(biphenyl-2-yl)aminobutyrate and 4.6 g of ethyldiisopropylamine in 50 ml of benzene are reacted with 5.6 g of p-fluorobenzoyl chloride. The reaction product is recrystallized from cyclohexane to obtain 12.1 g (84.6% of theory) of ethyl 4-[p-fluoro-N-(biphenyl-2-yl)-benzamido]butyrate, MP 83° to 84°.